describe an organic reaction: reactants, conditions, products, and yield From a dataset of the Open Reaction Database (ORD), a public repository of structured organic reaction records. Starting materials: C(C1=CC=CC=C1)O (benzyl alcohol), OO (hydrogen peroxide), C(C1=CC=CC=C1)=O (benzaldehyde). Reagents/catalysts: [Pt] (Platinum black). Run at temperature 90 celsius, time 10 minute. The product is C(C1=CC=CC=C1)(=O)O (Benzoic acid). Yield: 0.7%. As a reaction SMILES: [CH2:1]([OH:8])[C:2]1[CH:7]=[CH:6][CH:5]=[CH:4][CH:3]=1.OO.C(=[O:18])C1C=CC=CC=1>[Pt]>[C:1]([OH:18])(=[O:8])[C:2]1[CH:7]=[CH:6][CH:5]=[CH:4][CH:3]=1. Reported procedure: Platinum black (19.5 mg, 0.100 mmol) and benzyl alcohol (1.0 ml, 10 mmol) were mixed and stirred at 90° C. for 10 minutes. A 30% aqueous hydrogen peroxide solution (1.3 ml, 12 mmol) was gradually added dropwise to the mixed solution, followed by stirring at 90° C. for 15 hours, and then the reaction solution was cooled to room temperature. As a result of measurement by GLC, it was found that benzaldehyde was obtained in yield of 85%. Benzoic acid was obtained in yield of 0.7%. Yields the product NC1=NC(=CC(=N1)N1CCC2(C[C@H](NC2)C(=O)O)CC1)O[C@@H](C(F)(F)F)C1=C(C=C(C=C1)CCC(=O)OCC)N1N=C(C=C1)C ((S)-8-(2-amino-6-((R)-1-(4-(3-ethoxy-3-oxopropyl)-2-(3-methyl-1H-pyrazol-1-yl)phenyl)-2,2,2-trifluoroethoxy)pyrimidin-4-yl)-2,8-diazaspiro[4.5]decane-3-carboxylic acid). Procedure details: To a solution of ((S)-8-(2-amino-6-((R)-1-(4-((E)-3-ethoxy-3-oxoprop-1-en-1-yl)-2-(3-methyl-1H-pyrazol-1-yl)phenyl)-2,2,2-trifluoroethoxy)pyrimidin-4-yl)-2-((((2E,4Z)-2-vinylhexa-2,4-dien-1-yl)oxy)carbonyl)-2,8-diazaspiro[4.5]decane-3-carboxylic acid (180 mg, 0.15 mmol) in MeOH (5 mL) was hydrogenated in an H-Cube apparatus using a 10% (w/w) Pd/C cartridge with a flow rate of 1.0 mL/min at RT. The resulting eluent was concentrated in vacuo and the product was purified by column chromatography us... Reactants: NC1=NC(=CC(=N1)N1CCC2(C[C@H](N(C2)C(=O)OC\C(=C\C=C/C)\C=C)C(=O)O)CC1)O[C@@H](C(F)(F)F)C1=C(C=C(C=C1)\C=C\C(=O)OCC)N1N=C(C=C1)C ((S)-8-(2-amino-6-((R)-1-(4-((E)-3-ethoxy-3-oxoprop-1-en-1-yl)-2-(3-methyl-1H-pyrazol-1-yl)phenyl)-2,2,2-trifluoroethoxy)pyrimidin-4-yl)-2-((((2E,4Z)-2-vinylhexa-2,4-dien-1-yl)oxy)carbonyl)-2,8-diazaspiro[4.5]decane-3-carboxylic acid). The solvent is CO (MeOH). RXN SMILES: [NH2:1][C:2]1[N:7]=[C:6]([N:8]2[CH2:31][CH2:30][C:11]3([CH2:15][N:14](C(OC/C(/C=C)=C/C=C\C)=O)[C@H:13]([C:27]([OH:29])=[O:28])[CH2:12]3)[CH2:10][CH2:9]2)[CH:5]=[C:4]([O:32][C@H:33]([C:38]2[CH:43]=[CH:42][C:41](/[CH:44]=[CH:45]/[C:46]([O:48][CH2:49][CH3:50])=[O:47])=[CH:40][C:39]=2[N:51]2[CH:55]=[CH:54][C:53]([CH3:56])=[N:52]2)[C:34]([F:37])([F:36])[F:35])[N:3]=1>CO.[Pd]>[NH2:1][C:2]1[N:7]=[C:6]([N:8]2[CH2:31][CH2:30][C:11]3([CH2:15][NH:14][C@H:13]([C:27]([OH:29])=[O:28])[CH2:12]3)[CH2:10][CH2:9]2)[CH:5]=[C:4]([O:32][C@H:33]([C:38]2[CH:43]=[CH:42][C:41]([CH2:44][CH2:45][C:46]([O:48][CH2:49][CH3:50])=[O:47])=[CH:40][C:39]=2[N:51]2[CH:55]=[CH:54][C:53]([CH3:56])=[N:52]2)[C:34]([F:37])([F:36])[F:35])[N:3]=1. Reagents/catalysts: [Pd] (Pd/C).